This data is from the Open Reaction Database (ORD), a public repository of structured organic reaction records. The task is: describe an organic reaction: reactants, conditions, products, and yield Starting materials: CC(C)=O, O=C(Cl)CCCl, Nc1ccccc1O, O. Product: O=C(CCCl)Nc1ccccc1O. RXN SMILES: [CH3:15][C:16](=[O:17])[CH3:18].[Cl:9][CH2:10][CH2:11][C:12](=[O:13])[Cl:14].[NH2:1][c:2]1[cH:3][cH:4][cH:5][cH:6][c:7]1[OH:8].[OH2:19]>>[NH:1]([c:2]1[cH:3][cH:4][cH:5][cH:6][c:7]1[OH:8])[C:12]([CH2:11][CH2:10][Cl:9])=[O:13]. Starting materials: CO, O=C(NCC1CCN(c2nc(-c3ccccc3O)nc3ccc(F)cc23)C1)OCc1ccccc1. Yields the product NCC1CCN(c2nc(-c3ccccc3O)nc3ccc(F)cc23)C1. As a reaction SMILES: [CH3:36][OH:37].[F:1][c:2]1[cH:3][c:4]2[c:5]([N:19]3[CH2:20][CH:21]([CH2:24][NH:25][C:26](=[O:27])[O:28][CH2:29][c:30]4[cH:31][cH:32][cH:33][cH:34][cH:35]4)[CH2:22][CH2:23]3)[n:6][c:7](-[c:12]3[c:13]([OH:18])[cH:14][cH:15][cH:16][cH:17]3)[n:8][c:9]2[cH:10][cH:11]1>>[F:1][c:2]1[cH:3][c:4]2[c:5]([N:19]3[CH2:20][CH:21]([CH2:24][NH2:25])[CH2:22][CH2:23]3)[n:6][c:7](-[c:12]3[c:13]([OH:18])[cH:14][cH:15][cH:16][cH:17]3)[n:8][c:9]2[cH:10][cH:11]1. The reactants are C(=O)(O)[O-].[Na+] (NaHCO3), CC1=NC2=CC=CC(=C2C=C1)OCCN1CCNCC1 (2-methyl-5-(2-piperazin-1-ylethoxy)quinoline), N1=CNC2=C1C=CC=C2C=O (3H-benzimidazole-4-carboxaldehyde), C(C)(=O)O[BH-](OC(C)=O)OC(C)=O.[Na+] (sodium triacetoxyborohydride). Solvent: ClCCCl (1,2-dichloroethane). Reaction conditions: temperature 20 celsius, time 24 hour. Yields the product N1=CNC2=C1C=CC=C2CN2CCN(CC2)CCOC2=C1C=CC(=NC1=CC=C2)C (5-{2-[4-(3H-Benzimidazol-4-ylmethyl)piperazin-1-yl]ethoxy}-2-methylquinoline). The yield is 21.6%. Reaction SMILES: [CH3:1][C:2]1[CH:11]=[CH:10][C:9]2[C:4](=[CH:5][CH:6]=[CH:7][C:8]=2[O:12][CH2:13][CH2:14][N:15]2[CH2:20][CH2:19][NH:18][CH2:17][CH2:16]2)[N:3]=1.[N:21]1[C:25]2[CH:26]=[CH:27][CH:28]=[C:29]([CH:30]=O)[C:24]=2[NH:23][CH:22]=1.C(O[BH-](OC(=O)C)OC(=O)C)(=O)C.[Na+].C([O-])(O)=O.[Na+]>ClCCCl>[N:21]1[C:25]2[CH:26]=[CH:27][CH:28]=[C:29]([CH2:30][N:18]3[CH2:19][CH2:20][N:15]([CH2:14][CH2:13][O:12][C:8]4[CH:7]=[CH:6][CH:5]=[C:4]5[C:9]=4[CH:10]=[CH:11][C:2]([CH3:1])=[N:3]5)[CH2:16][CH2:17]3)[C:24]=2[NH:23][CH:22]=1 |f:2.3,4.5|. Procedure: A mixture of 2-methyl-5-(2-piperazin-1-ylethoxy)quinoline (0.04 g, 0.15 mmol) and 3H-benzimidazole-4-carboxaldehyde (0.024 g, 0.15 mmol) in 1,2-dichloroethane (5 mL) was treated with sodium triacetoxyborohydride (47 mg, 0.22 mmol) and stirred at 20° C. under an atmosphere of argon for 24 h. The mixture was then treated with saturated aqueous NaHCO3 (20 mL) and the organic layer separated and purified directly by chromatography on silica (ethyl acetate to 10% methanol/ethyl acetate), to afford th... The reactants are C1CCOC1, COC(=O)c1sc(C2=CCCCC2)cc1N(C(=O)C1CCC(C)CC1)C1CCN(CC(F)F)CC1, CO, [Li+], [OH-], O, O. The product is CC1CCC(C(=O)N(c2cc(C3=CCCCC3)sc2C(=O)O)C2CCN(CC(F)F)CC2)CC1. RXN SMILES: [CH2:39]1[O:40][CH2:41][CH2:42][CH2:43]1.[CH3:1][O:2][C:3](=[O:4])[c:5]1[s:6][c:7]([C:30]2=[CH:31][CH2:32][CH2:33][CH2:34][CH2:35]2)[cH:8][c:9]1[N:10]([C:11](=[O:12])[CH:13]1[CH2:14][CH2:15][CH:16]([CH3:19])[CH2:17][CH2:18]1)[CH:20]1[CH2:21][CH2:22][N:23]([CH2:26][CH:27]([F:28])[F:29])[CH2:24][CH2:25]1.[CH3:45][OH:46].[Li+:37].[OH-:36].[OH2:38].[OH2:44]>>[O:2]=[C:3]([OH:4])[c:5]1[s:6][c:7]([C:30]2=[CH:31][CH2:32][CH2:33][CH2:34][CH2:35]2)[cH:8][c:9]1[N:10]([C:11](=[O:12])[CH:13]1[CH2:14][CH2:15][CH:16]([CH3:19])[CH2:17][CH2:18]1)[CH:20]1[CH2:21][CH2:22][N:23]([CH2:26][CH:27]([F:28])[F:29])[CH2:24][CH2:25]1. Reactants: COC1=C(C(=O)O)C=C(C=C1)S(=O)C (2-methoxy-5-methylsulfinylbenzoic acid), Cl.C(C)OCCN1C(=NC2=C1C=CC=C2)N2CCN(CCC2)CCC2(CNCC2)C2=CC=CC=C2 (3-(2-(4-(1-(2-ethoxyethyl)-1H-benzimidazol-2-yl)[1,4]diazepan-1-yl)ethyl)-3-phenylpyrrolidine hydrochloric acid salt). Run in CO.ClCCl (methanol dichloromethane). Yields the product COC1=C(C(=O)N2CC(CC2)(C2=CC=CC=C2)CCN2CCN(CCC2)C2=NC3=C(N2CCOCC)C=CC=C3)C=C(C=C1)S(=O)C (1-(2-Methoxy-5-methylsulfinylbenzoyl)-3-(2-(4-(1-(2-ethoxyethyl)-1H-benzimidazol-2-yl)[1,4]diazepan-1-yl)ethyl)-3-phenylpyrrolidine). Reaction SMILES: [CH3:1][O:2][C:3]1[CH:11]=[CH:10][C:9]([S:12]([CH3:14])=[O:13])=[CH:8][C:4]=1[C:5]([OH:7])=O.Cl.[CH2:16]([O:18][CH2:19][CH2:20][N:21]1[C:25]2[CH:26]=[CH:27][CH:28]=[CH:29][C:24]=2[N:23]=[C:22]1[N:30]1[CH2:36][CH2:35][CH2:34][N:33]([CH2:37][CH2:38][C:39]2([C:44]3[CH:49]=[CH:48][CH:47]=[CH:46][CH:45]=3)[CH2:43][CH2:42][NH:41][CH2:40]2)[CH2:32][CH2:31]1)[CH3:17]>CO.ClCCl>[CH3:1][O:2][C:3]1[CH:11]=[CH:10][C:9]([S:12]([CH3:14])=[O:13])=[CH:8][C:4]=1[C:5]([N:41]1[CH2:42][CH2:43][C:39]([CH2:38][CH2:37][N:33]2[CH2:34][CH2:35][CH2:36][N:30]([C:22]3[N:21]([CH2:20][CH2:19][O:18][CH2:16][CH3:17])[C:25]4[CH:26]=[CH:27][CH:28]=[CH:29][C:24]=4[N:23]=3)[CH2:31][CH2:32]2)([C:44]2[CH:49]=[CH:48][CH:47]=[CH:46][CH:45]=2)[CH2:40]1)=[O:7] |f:1.2,3.4|. Reported procedure: Prepare by the method of Example 56.1 using 2-methoxy-5-methylsulfinylbenzoic acid and 3-(2-(4-(1-(2-ethoxyethyl)-1H-benzimidazol-2-yl)[1,4]diazepan-1-yl)ethyl)-3-phenylpyrrolidine hydrochloric acid salt (prepared from (−)-3-phenyl-3-(2-hydroxyethyl)pyrrolidine(R,R)-di-p-anisoyltartaric acid salt) to give, after chromatography on silica gel eluting with 10% methanol/dichloromethane, the title compound. Reactants: C(=O)O (formic acid), C(C)(=O)OC(C)=O (acetic anhydride), NC1=C2C=C[C@H]3[C@@H]4CC[C@@H]([C@@]4(C)CC[C@@H]3[C@]2(CCC1=O)C)C(=O)NC(C)(C)C (4-amino-N-(1,1-dimethylethyl)-3-oxoandrosta-4,6-diene-17β-carboxamide). Solvent: O1CCCC1 (tetrahydrofuran), O1CCCC1 (tetrahydrofuran), O (water). Conditions: time 8 hour. The product is C(=O)NC1=C2C=C[C@H]3[C@@H]4CC[C@@H]([C@@]4(C)CC[C@@H]3[C@]2(CCC1=O)C)C(=O)NC(C)(C)C (4-formamido-N-(1,1-dimethylethyl)-3-oxoandrosta-4,6-diene-17β-carboxamide). The yield is 66.6%. Reaction SMILES: [CH:1](O)=[O:2].C(OC(=O)C)(=O)C.[NH2:11][C:12]1[C:29](=[O:30])[CH2:28][CH2:27][C@@:26]2([CH3:31])[C:13]=1[CH:14]=[CH:15][C@@H:16]1[C@@H:25]2[CH2:24][CH2:23][C@@:21]2([CH3:22])[C@H:17]1[CH2:18][CH2:19][C@@H:20]2[C:32]([NH:34][C:35]([CH3:38])([CH3:37])[CH3:36])=[O:33]>O1CCCC1.O>[CH:1]([NH:11][C:12]1[C:29](=[O:30])[CH2:28][CH2:27][C@@:26]2([CH3:31])[C:13]=1[CH:14]=[CH:15][C@@H:16]1[C@@H:25]2[CH2:24][CH2:23][C@@:21]2([CH3:22])[C@H:17]1[CH2:18][CH2:19][C@@H:20]2[C:32]([NH:34][C:35]([CH3:38])([CH3:37])[CH3:36])=[O:33])=[O:2]. Reported procedure: A solution of formic acid (0.22 mL, 5.84 mmole) and acetic anhydride (0.46 mL, 4.76 mmole) was heated at reflux temperature for 2 hours under a nitrogen atmosphere. The cooled solution was diluted with tetrahydrofuran (5 mL) and a solution of 4-amino-N-(1,1-dimethylethyl)-3-oxoandrosta-4,6-diene-17β-carboxamide, (0.35 g, 0.91 mmole) in tetrahydrofuran (10 mL) was added. The reaction was stirred overnight at room temperature and then diluted with water (25 mL). A gummy material separated which wa...